This data is from the Open Reaction Database (ORD), a public repository of structured organic reaction records. The task is: describe an organic reaction: reactants, conditions, products, and yield Reactants: FC=1C=C(C=NC1)B(O)O (5-fluoropyridine-3-boronic acid), O (water), C([O-])([O-])=O.[Na+].[Na+] (sodium carbonate), BrC=1C=C2CC(N(C2=CC1)C)=O (5-bromo-1-methyl-1,3-dihydro-indol-2-one). Reagents/catalysts: Cl[Pd]([P](C1=CC=CC=C1)(C2=CC=CC=C2)C3=CC=CC=C3)([P](C4=CC=CC=C4)(C5=CC=CC=C5)C6=CC=CC=C6)Cl (dichlorobis(triphenylphosphine)palladium). Run in COCCOC (1,2-dimethoxyethane), C(C)O (ethanol). Reaction conditions: temperature 150 celsius. Yields the product FC=1C=C(C=NC1)C=1C=C2CC(N(C2=CC1)C)=O (5-(5-fluoro-pyridin-3-yl)-1-methyl-1,3-dihydro-indol-2-one). Reaction SMILES: [F:1][C:2]1[CH:3]=[C:4](B(O)O)[CH:5]=[N:6][CH:7]=1.O.C(=O)([O-])[O-].[Na+].[Na+].Br[C:19]1[CH:20]=[C:21]2[C:25](=[CH:26][CH:27]=1)[N:24]([CH3:28])[C:23](=[O:29])[CH2:22]2>COCCOC.Cl[Pd](Cl)([P](C1C=CC=CC=1)(C1C=CC=CC=1)C1C=CC=CC=1)[P](C1C=CC=CC=1)(C1C=CC=CC=1)C1C=CC=CC=1.C(O)C>[F:1][C:2]1[CH:3]=[C:4]([C:19]2[CH:20]=[C:21]3[C:25](=[CH:26][CH:27]=2)[N:24]([CH3:28])[C:23](=[O:29])[CH2:22]3)[CH:5]=[N:6][CH:7]=1 |f:2.3.4,^1:38,57|. Procedure: To a solution of 5-fluoropyridine-3-boronic acid (CAS#872041-86-6, 80 mg, 0.57 mmol) in 1,2-dimethoxyethane (0.7 mL) was added water (0.3 mL) and ethanol (0.2 mL. The solution was then charged with sodium carbonate (60 mg, 0.57 mmol), 5-bromo-1-methyl-1,3-dihydro-indol-2-one (CAS#20870-90-0, 132 mg, 0.57 mmol), and dichlorobis(triphenylphosphine)palladium (II) (CAS#13965-03-2, 20.3 mg, 0.029 mmol). The reaction vessel was sealed and is heated by microwave irradiation at 150° C. for 10 minutes. T...